This data is from the Open Reaction Database (ORD), a public repository of structured organic reaction records. The task is: describe an organic reaction: reactants, conditions, products, and yield Reactants: CCC(=O)Cl, CC(=O)[O-], CC(=O)[O-], [Li]CCCC, CCOCC, COc1ccc(C2=NC(C)(C)CO2)cc1, CCCCCC, [Li], N#N, [Pd+2], c1ccc(P(c2ccccc2)c2ccccc2)cc1. Product: CCC(=O)c1cc(OC)ccc1C1=NC(C)(C)CO1. RXN SMILES: [C:43]([CH2:44][CH3:45])(=[O:46])[Cl:47].[C:59]([O-:60])(=[O:61])[CH3:62].[C:64]([O-:65])(=[O:66])[CH3:67].[CH2:18]([Li:19])[CH2:20][CH2:21][CH3:22].[CH2:48]([O:49][CH2:50][CH3:51])[CH3:52].[CH3:1][O:2][c:3]1[cH:4][cH:5][c:6]([C:9]2=[N:13][C:12]([CH3:14])([CH3:15])[CH2:11][O:10]2)[cH:7][cH:8]1.[CH3:53][CH2:54][CH2:55][CH2:56][CH2:57][CH3:58].[Li:23].[N:16]#[N:17].[Pd+2:63].[c:24]1([P:25]([c:26]2[cH:27][cH:28][cH:29][cH:30][cH:31]2)[c:32]2[cH:33][cH:34][cH:35][cH:36][cH:37]2)[cH:38][cH:39][cH:40][cH:41][cH:42]1>>[CH3:1][O:2][c:3]1[cH:4][cH:5][c:6]([C:9]2=[N:13][C:12]([CH3:14])([CH3:15])[CH2:11][O:10]2)[c:7]([C:43]([CH2:44][CH3:45])=[O:46])[cH:8]1. Yields the product [OH-].[K+] (potassium hydroxide), C1(=CC=CC=C1)[C@@H]1N([C@@H](CC1)C1=CC=CC=C1)C(CNC(NC1=CC=C(C=C1)SCC(=O)O)=O)=O (cis-{4-{3-[2-(2,5-diphenyl-1-pyrrolidinyl)-2-oxoethyl]ureido}phenylthio}-acetic acid). The reactants are [K+].[Br-] (KBr), C1(=CC=CC=C1)[C@@H]1N([C@@H](CC1)C1=CC=CC=C1)C(CNC(NC1=CC=C(C=C1)SCC(=O)OC(C)(C)C)=O)=O (tert-butyl cis-{4-{3-[2-(2,5-diphenyl-1-pyrrolidinyl)-2-oxoethyl]ureido}-phenylthio}acetate). Reaction SMILES: [C:1]1([C@H:7]2[CH2:11][CH2:10][C@@H:9]([C:12]3[CH:17]=[CH:16][CH:15]=[CH:14][CH:13]=3)[N:8]2[C:18](=[O:39])[CH2:19][NH:20][C:21](=[O:38])[NH:22][C:23]2[CH:28]=[CH:27][C:26]([S:29][CH2:30][C:31]([O:33]C(C)(C)C)=[O:32])=[CH:25][CH:24]=2)[CH:6]=[CH:5][CH:4]=[CH:3][CH:2]=1.[K+:40].[Br-]>CO.O>[OH-:32].[K+:40].[C:1]1([C@H:7]2[CH2:11][CH2:10][C@@H:9]([C:12]3[CH:17]=[CH:16][CH:15]=[CH:14][CH:13]=3)[N:8]2[C:18](=[O:39])[CH2:19][NH:20][C:21](=[O:38])[NH:22][C:23]2[CH:24]=[CH:25][C:26]([S:29][CH2:30][C:31]([OH:33])=[O:32])=[CH:27][CH:28]=2)[CH:6]=[CH:5][CH:4]=[CH:3][CH:2]=1 |f:1.2,5.6|. Procedure: By proceeding in a fashion similar to that described in Example 9, but starting from 1.3 g of tert-butyl cis-{4-{3-[2-(2,5-diphenyl-1-pyrrolidinyl)-2-oxoethyl]ureido}-phenylthio}acetate in solution in 20 cm3 of methanol and 0.17 g of potassium hydroxide in solution in 4 cm3 of water, and after treatment, 0.5 g of cis-{4-{3-[2-(2,5-diphenyl-1-pyrrolidinyl)-2-oxoethyl]ureido}phenylthio}-acetic acid, melting at about 200° C., is obtained [proton NMR (200 MHz, DMSO D6, δ in ppm), 1.8 to 2.4 (m, 4H, ... Solvent: O (water), CO (methanol). The reactants are O=C(c1ccc(Br)cc1)N1CCC(C(F)(F)F)CC1, O=C([O-])[O-], CC(=O)[O-], CC(=O)[O-], COCCOC, CO, CC(=O)OCc1c(Cl)cc(B2OC(C)(C)C(C)(C)O2)cc1Cl, [K+], [K+], O, [Pd+2], c1ccc(P(c2ccccc2)c2ccccc2)cc1. Yields the product CC(=O)OCc1c(Cl)cc(-c2ccc(C(=O)N3CCC(C(F)(F)F)CC3)cc2)cc1Cl. RXN SMILES: [Br:23][c:24]1[cH:25][cH:26][c:27]([C:30](=[O:31])[N:32]2[CH2:33][CH2:34][CH:35]([C:38]([F:39])([F:40])[F:41])[CH2:36][CH2:37]2)[cH:28][cH:29]1.[C:42](=[O:43])([O-:44])[O-:45].[C:73]([O-:74])(=[O:75])[CH3:76].[C:78]([O-:79])(=[O:80])[CH3:81].[CH2:67]([CH2:68][O:69][CH3:70])[O:71][CH3:72].[CH3:82][OH:83].[Cl:1][c:2]1[c:3]([CH2:4][O:5][C:6]([CH3:7])=[O:8])[c:9]([Cl:22])[cH:10][c:11]([B:13]2[O:14][C:15]([CH3:16])([CH3:17])[C:18]([CH3:19])([CH3:20])[O:21]2)[cH:12]1.[K+:46].[K+:47].[OH2:84].[Pd+2:77].[c:48]1([P:49]([c:50]2[cH:51][cH:52][cH:53][cH:54][cH:55]2)[c:56]2[cH:57][cH:58][cH:59][cH:60][cH:61]2)[cH:62][cH:63][cH:64][cH:65][cH:66]1>>[Cl:1][c:2]1[c:3]([CH2:4][O:5][C:6]([CH3:7])=[O:8])[c:9]([Cl:22])[cH:10][c:11](-[c:24]2[cH:25][cH:26][c:27]([C:30](=[O:31])[N:32]3[CH2:33][CH2:34][CH:35]([C:38]([F:39])([F:40])[F:41])[CH2:36][CH2:37]3)[cH:28][cH:29]2)[cH:12]1. Starting materials: ClC(=O)OCC (Ethyl chloroformate), NC=1SC2=C(N1)CCCC2 (2-Amino-4,5,6,7-tetrahydrobenzothiazole), ice water. Run in N1=CC=CC=C1 (pyridine). Conditions: time 1 hour. Product: S1C(=NC2=C1CCCC2)NC(OCC)=O (ethyl N-(4,5,6,7-tetrahydrobenzothiazol-2-yl)carbamate). As a reaction SMILES: [NH2:1][C:2]1[S:3][C:4]2[CH2:10][CH2:9][CH2:8][CH2:7][C:5]=2[N:6]=1.Cl[C:12]([O:14][CH2:15][CH3:16])=[O:13]>N1C=CC=CC=1>[S:3]1[C:4]2[CH2:10][CH2:9][CH2:8][CH2:7][C:5]=2[N:6]=[C:2]1[NH:1][C:12](=[O:13])[O:14][CH2:15][CH3:16]. Reported procedure: 2-Amino-4,5,6,7-tetrahydrobenzothiazole (12.3 grams; 0.08 mol) dissolved in pyridine (50 ml.) was charged into a glass reaction vessel equipped with a mechanical stirrer, thermometer and addition funnel. Ethyl chloroformate (12 ml; 0.11 mol) was added dropwise to the reaction mixture with stirring and cooling. After the addition was completed the reaction mixture was allowed to warm to room temperature and stirring was continued for a period of about 1 hour. After this time the reaction mixture ... Starting materials: N1C2=C(CCCC1=O)C=CC=C2 (4,5-dihydro-1H-benzo[b]azepin-2(3H)-one), [N+](=O)(O)[O-] (HNO3), ice MeOH. Run in OS(=O)(=O)O (H2SO4). Reaction conditions: time 30 minute. The product is [N+](=O)([O-])C1=CC2=C(NC(CCC2)=O)C=C1 (7-Nitro-4,5-dihydro-1H-benzo[b]azepin-2(3H)-one). RXN SMILES: [NH:1]1[C:7](=[O:8])[CH2:6][CH2:5][CH2:4][C:3]2[CH:9]=[CH:10][CH:11]=[CH:12][C:2]1=2.[N+:13]([O-])([OH:15])=[O:14]>OS(O)(=O)=O>[N+:13]([C:10]1[CH:11]=[CH:12][C:2]2[NH:1][C:7](=[O:8])[CH2:6][CH2:5][CH2:4][C:3]=2[CH:9]=1)([O-:15])=[O:14]. Procedure: A solution of 4,5-dihydro-1H-benzo[b]azepin-2(3H)-one (1.42 g, 8.81 mmol) in conc. H2SO4 (25 mL) was treated with fuming HNO3 (414 μL, 8.81 mmol) at −5 to −10° C. (ice/MeOH). The resulting solution was stirred at the same temperature for 30 minutes. The reaction was quenched with the addition of crushed ice. The resulting suspension was diluted with H2O (50 mL) and filtered. The solid was washed with 4×50 mL H2O, collected and dried under reduced pressure overnight. Yield: 1.0 g, 55.1%. 1H-NMR (...